From a dataset of the Open Reaction Database (ORD), a public repository of structured organic reaction records. describe an organic reaction: reactants, conditions, products, and yield The reactants are CCc1cc(Br)ccc1N, CS(=O)(=O)Cl, CCOC(C)=O, c1ccncc1. Yields the product CCc1cc(Br)ccc1NS(C)(=O)=O. As a reaction SMILES: [Br:1][c:2]1[cH:3][c:4]([CH2:9][CH3:10])[c:5]([NH2:6])[cH:7][cH:8]1.[CH3:11][S:12](=[O:13])(=[O:14])[Cl:15].[CH3:22][CH2:23][O:24][C:25]([CH3:26])=[O:27].[cH:16]1[cH:17][cH:18][n:19][cH:20][cH:21]1>>[Br:1][c:2]1[cH:3][c:4]([CH2:9][CH3:10])[c:5]([NH:6][S:12]([CH3:11])(=[O:13])=[O:14])[cH:7][cH:8]1.